This data is from the Open Reaction Database (ORD), a public repository of structured organic reaction records. The task is: describe an organic reaction: reactants, conditions, products, and yield Starting materials: Nc1ncc(Br)c(Cl)c1[N+](=O)[O-], CCN(C(C)C)C(C)C, CC(C)O, Clc1ccc(CN2CCNCC2)cc1. Product: Nc1ncc(Br)c(N2CCN(Cc3ccc(Cl)cc3)CC2)c1[N+](=O)[O-]. Reaction SMILES: [Br:1][c:2]1[c:3]([Cl:12])[c:4]([N+:9](=[O:10])[O-:11])[c:5]([NH2:8])[n:6][cH:7]1.[CH:27]([N:28]([CH:29]([CH3:30])[CH3:31])[CH2:32][CH3:33])([CH3:34])[CH3:35].[CH:36]([OH:37])([CH3:38])[CH3:39].[Cl:13][c:14]1[cH:15][cH:16][c:17]([CH2:18][N:19]2[CH2:20][CH2:21][NH:22][CH2:23][CH2:24]2)[cH:25][cH:26]1>>[Br:1][c:2]1[c:3]([N:22]2[CH2:21][CH2:20][N:19]([CH2:18][c:17]3[cH:16][cH:15][c:14]([Cl:13])[cH:26][cH:25]3)[CH2:24][CH2:23]2)[c:4]([N+:9](=[O:10])[O-:11])[c:5]([NH2:8])[n:6][cH:7]1. Yields the product C(C)S(=O)(=O)C1=C(SC=C1)C=1OC2=C(N1)C=C(C=C2)C(F)(F)F (2-(3-ethylsulfonylthiophen-2-yl)-5-(trifluoromethyl)benzoxazole). Reactants: ClC=1C=C(C(=O)OO)C=CC1 (3-chloroperoxybenzoic acid), C(C)C1=C(SC=C1)C=1OC2=C(N1)C=C(C=C2)C(F)(F)F (2-(3-ethylthiophen-2-yl)-5-(trifluoromethyl)benzoxazole), S(=S)(=O)([O-])[O-].[Na+].[Na+] (sodium thiosulfate). Conditions: time 1 hour. As a reaction SMILES: ClC1C=C(C=[CH:10][CH:11]=1)C(OO)=O.C([C:14]1[CH:18]=[CH:17][S:16][C:15]=1[C:19]1[O:20][C:21]2[CH:27]=[CH:26][C:25]([C:28]([F:31])([F:30])[F:29])=[CH:24][C:22]=2[N:23]=1)C.[S:32]([O-])([O-:35])(=[O:34])=S.[Na+].[Na+]>C(Cl)(Cl)Cl>[CH2:10]([S:32]([C:14]1[CH:18]=[CH:17][S:16][C:15]=1[C:19]1[O:20][C:21]2[CH:27]=[CH:26][C:25]([C:28]([F:29])([F:30])[F:31])=[CH:24][C:22]=2[N:23]=1)(=[O:35])=[O:34])[CH3:11] |f:2.3.4|. Procedure details: 0.87 g of 3-chloroperoxybenzoic acid (purity of 65% or more) was added to a mixture of 0.6 g of 2-(3-ethylthiophen-2-yl)-5-(trifluoromethyl)benzoxazole and 6 ml of chloroform, under ice cooling, and the mixture was stirred at room temperature for 1 hour. A 10% aqueous sodium thiosulfate solution was poured to the reaction mixture, and the mixture was extracted with chloroform. The organic layer was washed with a saturated aqueous sodium bicarbonate solution and dried over anhydrous sodium sulfat... Run in C(Cl)(Cl)Cl (chloroform). Starting materials: BrC=1C(=CC2=C(C=3N(C4CC2C4)C(=C(N3)C(=O)OC)C(C3=CC=NN3C)O)C1)F (Methyl 10-bromo-9-fluoro-3-(hydroxy(1-methyl-1H-pyrazol-5-yl)methyl)-6,7-dihydro-5H-5,7-methanobenzo[c]imidazo[1,2-a]azepine-2-carboxylate), C[O-].[Na+] (sodium methoxide), C(=O)N (formamide). The product is BrC=1C(=CC2=C(C=3N(C4CC2C4)C(=C(N3)C(=O)N)C(C3=CC=NN3C)O)C1)F ((±)-10-bromo-9-fluoro-3-(hydroxy(1-methyl-1H-pyrazol-5-yl)methyl)-6,7-dihydro-5H-5,7-methanobenzo[c]imidazo[1,2-a]azepine-2-carboxamide). Yield: 90.0%. Reaction SMILES: [Br:1][C:2]1[C:3]([F:29])=[CH:4][C:5]2[CH:11]3[CH2:12][CH:9]([CH2:10]3)[N:8]3[C:13]([CH:20]([OH:27])[C:21]4[N:25]([CH3:26])[N:24]=[CH:23][CH:22]=4)=[C:14]([C:16]([O:18]C)=O)[N:15]=[C:7]3[C:6]=2[CH:28]=1.C[O-].[Na+].C([NH2:35])=O>>[Br:1][C:2]1[C:3]([F:29])=[CH:4][C:5]2[CH:11]3[CH2:12][CH:9]([CH2:10]3)[N:8]3[C:13]([CH:20]([OH:27])[C:21]4[N:25]([CH3:26])[N:24]=[CH:23][CH:22]=4)=[C:14]([C:16]([NH2:35])=[O:18])[N:15]=[C:7]3[C:6]=2[CH:28]=1 |f:1.2|. Procedure details: 10-bromo-9-fluoro-3-(hydroxy(1-methyl-1H-pyrazol-5-yl)methyl)-6,7-dihydro-5H-5,7-methanobenzo[c]imidazo[1,2-a]azepine-2-carboxamide was prepared similarly to as described in General Procedure L. Methyl 10-bromo-9-fluoro-3-(hydroxy(1-methyl-1H-pyrazol-5-yl)methyl)-6,7-dihydro-5H-5,7-methanobenzo[c]imidazo[1,2-a]azepine-2-carboxylate was reacted with sodium methoxide and formamide to afford 131 mg (90% yield) of the title compound. The reactants are CI, CN(C)C=O, O=C1Nc2ccc(F)cc2C(c2ccccc2Cl)=NC1=CN1CCOCC1, O. The product is CN1C(=O)C(=CN2CCOCC2)N=C(c2ccccc2Cl)c2cc(F)ccc21. Reaction SMILES: [CH3:28][I:29].[CH3:31][N:32]([CH3:33])[CH:34]=[O:35].[Cl:1][c:2]1[c:3]([C:8]2=[N:9][C:10](=[CH:21][N:22]3[CH2:23][CH2:24][O:25][CH2:26][CH2:27]3)[C:11](=[O:20])[NH:12][c:13]3[c:14]2[cH:15][c:16]([F:19])[cH:17][cH:18]3)[cH:4][cH:5][cH:6][cH:7]1.[OH2:30]>>[Cl:1][c:2]1[c:3]([C:8]2=[N:9][C:10](=[CH:21][N:22]3[CH2:23][CH2:24][O:25][CH2:26][CH2:27]3)[C:11](=[O:20])[N:12]([CH3:28])[c:13]3[c:14]2[cH:15][c:16]([F:19])[cH:17][cH:18]3)[cH:4][cH:5][cH:6][cH:7]1. Reactants: C(C)OC1=C(C=C(C=C1)B(O)O)F ((4-ethoxy-3-fluorophenyl)boronic acid), C([O-])([O-])=O.[Cs+].[Cs+] (cesium carbonate), ClCCl (dichloromethane), IC1=C(C=C2N1[C@H](CNC2=O)CC=2N=CN(C2)S(=O)(=O)N(C)C)C2=CC(=CC=C2)OC(F)(F)F (4-({(4S)-6-iodo-1-oxo-7-[3-(trifluoromethoxy)phenyl]-1,2,3,4-tetrahydropyrrolo[1,2-a]pyrazin-4-yl}methyl)-N,N-dimethyl-1H-imidazole-1-sulfonamide). Run in C(C)(=O)OCC (ethyl acetate), O1CCOCC1 (1,4-dioxane), O (water), O (water). Run at temperature 75 celsius. Yields the product C(C)OC1=C(C=C(C=C1)C1=C(C=C2N1[C@H](CNC2=O)CC=2N=CNC2)C2=CC(=CC=C2)OC(F)(F)F)F ((4S)-6-(4-ethoxy-3-fluorophenyl)-4-(1H-imidazol-4-ylmethyl)-7-[3-(trifluoromethoxy)phenyl]-3,4-dihydropyrrolo[1,2-a]pyrazin-1(2H)-one). Reaction SMILES: [CH2:1]([O:3][C:4]1[CH:9]=[CH:8][C:7](B(O)O)=[CH:6][C:5]=1[F:13])[CH3:2].C(=O)([O-])[O-].[Cs+].[Cs+].ClCCl.I[C:24]1[N:28]2[C@@H:29]([CH2:34][C:35]3[N:36]=[CH:37][N:38](S(N(C)C)(=O)=O)[CH:39]=3)[CH2:30][NH:31][C:32](=[O:33])[C:27]2=[CH:26][C:25]=1[C:46]1[CH:51]=[CH:50][CH:49]=[C:48]([O:52][C:53]([F:56])([F:55])[F:54])[CH:47]=1>O1CCOCC1.O.C(OCC)(=O)C>[CH2:1]([O:3][C:4]1[CH:9]=[CH:8][C:7]([C:24]2[N:28]3[C@@H:29]([CH2:34][C:35]4[N:36]=[CH:37][NH:38][CH:39]=4)[CH2:30][NH:31][C:32](=[O:33])[C:27]3=[CH:26][C:25]=2[C:46]2[CH:51]=[CH:50][CH:49]=[C:48]([O:52][C:53]([F:54])([F:56])[F:55])[CH:47]=2)=[CH:6][C:5]=1[F:13])[CH3:2] |f:1.2.3|. Procedure: (4-ethoxy-3-fluorophenyl)boronic acid (0.072 g, 0.39 mmol), cesium carbonate (0.096 g, 0.3 mmol) and 1,1′-bis(diphenylphosphino)ferrocenepalladium (0.008 g, 0.010 mmol) complex with dichloromethane, were subsequently added to a degassed solution of 4-({(4S)-6-iodo-1-oxo-7-[3-(trifluoromethoxy)phenyl]-1,2,3,4-tetrahydropyrrolo[1,2-a]pyrazin-4-yl}methyl)-N,N-dimethyl-1H-imidazole-1-sulfonamide (0.06 g, 0.1 mmol) in 3 ml of 1,4-dioxane and 1 ml of water, under argon. The mixture was heated at 100° ... The reactants are ClC1=C2C3=C(C(NC2=NC=C1)=O)C=CC(=C3)C(=O)O (1-Chloro-6-oxo-5,6-dihydrobenzo[c][1,8]naphthyridine-9-carboxylic acid), CN(CCN)C (N1,N1-Dimethylethane-1,2-diamine), CCN(C(C)C)C(C)C (DIEA), C1=CN(C=N1)C(=O)N2C=CN=C2 (CDI). Solvent: CN(C)C=O (DMF). Conditions: time 4 hour. Product: ClC1=C2C3=C(C(NC2=NC=C1)=O)C=CC(=C3)C(=O)NCCN(C)C (1-Chloro-N-(2-(dimethylamino)ethyl)-6-oxo-5,6-dihydrobenzo[c][1,8]naphthyridine-9-carboxamide). Isolated yield 40.2%. RXN SMILES: [Cl:1][C:2]1[CH:11]=[CH:10][N:9]=[C:8]2[C:3]=1[C:4]1[CH:16]=[C:15]([C:17]([OH:19])=O)[CH:14]=[CH:13][C:5]=1[C:6](=[O:12])[NH:7]2.CCN(C(C)C)C(C)C.[CH:29]1[N:33]=[CH:32][N:31]([C:34](N2C=NC=C2)=O)[CH:30]=1.CN(C)CCN>CN(C=O)C>[Cl:1][C:2]1[CH:11]=[CH:10][N:9]=[C:8]2[C:3]=1[C:4]1[CH:16]=[C:15]([C:17]([NH:33][CH2:29][CH2:30][N:31]([CH3:34])[CH3:32])=[O:19])[CH:14]=[CH:13][C:5]=1[C:6](=[O:12])[NH:7]2. Reported procedure: 295 (60 mg, 0.22 mol), DIEA (0.08 mL, 0.44 mmol), and CDI (71 mg, 0.44 mmol) were suspended in DMF (2 mL) and stirred for 4 h at room temperature. N1,N1-Dimethylethane-1,2-diamine (77 mg, 0.87 mmol) was added, and the reaction mixture was stirred for another 3 h. The reaction mixture was quenched with water. The resulting precipitate was filtered, washed with MeOH and H2O, and dried under vacuum to produce provide 296 (61 mg, 81% yield) as a solid. LC-MS (M+H=345, obsd.=345). The reactants are [Li]CCCC, C1CCOC1, CCCCCC, CN(C)C1(c2ccccc2)CCC(=O)CC1, O=S(=O)(c1ccccc1)n1ccc2ccccc21. Yields the product CN(C)C1(c2ccccc2)CCC(O)(c2cc3ccccc3n2S(=O)(=O)c2ccccc2)CC1. RXN SMILES: [CH2:19]([Li:20])[CH2:21][CH2:22][CH3:23].[CH2:46]1[O:47][CH2:48][CH2:49][CH2:50]1.[CH3:24][CH2:25][CH2:26][CH2:27][CH2:28][CH3:29].[CH3:30][N:31]([C:32]1([c:39]2[cH:40][cH:41][cH:42][cH:43][cH:44]2)[CH2:33][CH2:34][C:35](=[O:38])[CH2:36][CH2:37]1)[CH3:45].[c:1]1([S:7](=[O:8])(=[O:9])[n:10]2[cH:11][cH:12][c:13]3[cH:14][cH:15][cH:16][cH:17][c:18]23)[cH:2][cH:3][cH:4][cH:5][cH:6]1>>[c:1]1([S:7](=[O:8])(=[O:9])[n:10]2[c:11]([C:35]3([OH:38])[CH2:34][CH2:33][C:32]([N:31]([CH3:30])[CH3:45])([c:39]4[cH:40][cH:41][cH:42][cH:43][cH:44]4)[CH2:37][CH2:36]3)[cH:12][c:13]3[cH:14][cH:15][cH:16][cH:17][c:18]23)[cH:2][cH:3][cH:4][cH:5][cH:6]1.